Dataset: the Open Reaction Database (ORD), a public repository of structured organic reaction records. Task: describe an organic reaction: reactants, conditions, products, and yield Reactants: CO, COc1ccc(C(C)=O)c(O)c1. Yields the product CCc1ccc(OC)cc1O. RXN SMILES: [CH3:13][OH:14].[CH3:1][O:2][c:3]1[cH:4][c:5]([OH:12])[c:6]([C:9]([CH3:10])=[O:11])[cH:7][cH:8]1>>[CH3:1][O:2][c:3]1[cH:4][c:5]([OH:12])[c:6]([CH2:9][CH3:10])[cH:7][cH:8]1. Starting materials: C(CC(O)(C(=O)O)CC(=O)O)(=O)O (citric acid), [H-].[Na+] (sodium hydride), C(C)I (ethyl iodide), C(C)(C)(C)OC(=O)NCC1CCN(CC1)CC(=O)OCC (Ethyl [4-(tert-butoxycarbonylamino-methyl)-piperidin-1-yl]-acetate). Run in CN(C=O)C (N,N-dimethylformamide). Reaction conditions: time 2 hour. Yields the product C(C)(C)(C)OC(=O)N(CC)CC1CCN(CC1)CC(=O)OCC (ethyl {4-[(tert-butoxycarbonyl-ethyl-amino)-methyl]-piperidine-1-yl}-acetate). As a reaction SMILES: [C:1]([O:5][C:6]([NH:8][CH2:9][CH:10]1[CH2:15][CH2:14][N:13]([CH2:16][C:17]([O:19][CH2:20][CH3:21])=[O:18])[CH2:12][CH2:11]1)=[O:7])([CH3:4])([CH3:3])[CH3:2].[H-].[Na+].[CH2:24](I)[CH3:25].C(O)(=O)CC(CC(O)=O)(C(O)=O)O>CN(C)C=O>[C:1]([O:5][C:6]([N:8]([CH2:9][CH:10]1[CH2:11][CH2:12][N:13]([CH2:16][C:17]([O:19][CH2:20][CH3:21])=[O:18])[CH2:14][CH2:15]1)[CH2:24][CH3:25])=[O:7])([CH3:4])([CH3:3])[CH3:2] |f:1.2|. Procedure: Ethyl [4-(tert-butoxycarbonylamino-methyl)-piperidin-1-yl]-acetate (1.86 g) is dissolved in N,N-dimethylformamide (10 ml), and thereto are added sodium hydride (63%) (1.19 g) and ethyl iodide (6.0 ml), and the mixture is stirred at room temperature for 2 hours. The reaction mixture is made weak basic with a 10% aqueous citric acid solution and a saturated aqueous sodium bicarbonate solution, and extracted with ethyl acetate, and the organic layer is washed with a saturated brine, dried over magn... Reactants: CN(C)C=O, Cc1ccc(-c2ccccc2)cc1CBr, N#C[Na]. The product is Cc1ccc(-c2ccccc2)cc1CN=C=O. Reaction SMILES: [CH3:19][N:20]([CH:21]=[O:22])[CH3:23].[CH3:1][c:2]1[c:3]([CH2:4][Br:5])[cH:6][c:7](-[c:10]2[cH:11][cH:12][cH:13][cH:14][cH:15]2)[cH:8][cH:9]1.[Na:16][C:17]#[N:18]>>[CH3:1][c:2]1[c:3]([CH2:4][N:20]=[C:21]=[O:22])[cH:6][c:7](-[c:10]2[cH:11][cH:12][cH:13][cH:14][cH:15]2)[cH:8][cH:9]1. The reactants are OCCC1=CC=C(C=C1)C(CCCCCCC)=O (4′-(2-Hydroxy ethyl)octanophenone), ice water, C1(=CC=C(C=C1)S(=O)(=O)Cl)C (p-Toluene sulfonyl chloride), N1=CC=CC=C1 (pyridine). The solvent is ClCCl (dichloromethane). Reaction conditions: time 2 hour. Yields the product C1(=CC=C(C=C1)S(=O)(=O)OCCC1=CC=C(C=C1)C(CCCCCCC)=O)C (2-(4-octanoyl phenyl)ethyl p-toluene sulfonate). Isolated yield 58.6%. Reaction SMILES: [OH:1][CH2:2][CH2:3][C:4]1[CH:9]=[CH:8][C:7]([C:10](=[O:18])[CH2:11][CH2:12][CH2:13][CH2:14][CH2:15][CH2:16][CH3:17])=[CH:6][CH:5]=1.[C:19]1([CH3:29])[CH:24]=[CH:23][C:22]([S:25](Cl)(=[O:27])=[O:26])=[CH:21][CH:20]=1.N1C=CC=CC=1>ClCCl>[C:19]1([CH3:29])[CH:24]=[CH:23][C:22]([S:25]([O:1][CH2:2][CH2:3][C:4]2[CH:9]=[CH:8][C:7]([C:10](=[O:18])[CH2:11][CH2:12][CH2:13][CH2:14][CH2:15][CH2:16][CH3:17])=[CH:6][CH:5]=2)(=[O:27])=[O:26])=[CH:21][CH:20]=1. Reported procedure: 4′-(2-Hydroxy ethyl)octanophenone (1.0 g) prepared in the step B was dissolved in dichloromethane (10 ml) to obtain a solution. p-Toluene sulfonyl chloride (923 mg) and pyridine (383 mg) were added to the solution with cooling, and the mixture was stirred at room temperature for 2 hours. After the reaction, ice water was added to the solution, the solution was stirred at room temperature for 20 minutes. Dichloromethane layer was washed with 2% hydrochloric acid, sodium bicarbonate solution, and ... Reactants: CC(=O)OC(C)=O, ClCCl, CCOC(=O)C(=CNc1ncnc2ccc(N)cc12)C(=O)OCC, O, c1ccncc1. Yields the product CCOC(=O)C(=CNc1ncnc2ccc(NC(C)=O)cc12)C(=O)OCC. Reaction SMILES: [CH3:34][C:35](=[O:36])[O:37][C:38](=[O:39])[CH3:40].[Cl:31][CH2:32][Cl:33].[NH2:1][c:2]1[cH:3][c:4]2[c:5]([NH:12][CH:13]=[C:14]([C:15](=[O:16])[O:17][CH2:18][CH3:19])[C:20](=[O:21])[O:22][CH2:23][CH3:24])[n:6][cH:7][n:8][c:9]2[cH:10][cH:11]1.[OH2:41].[cH:25]1[cH:26][cH:27][n:28][cH:29][cH:30]1>>[NH:1]([c:2]1[cH:3][c:4]2[c:5]([NH:12][CH:13]=[C:14]([C:15](=[O:16])[O:17][CH2:18][CH3:19])[C:20](=[O:21])[O:22][CH2:23][CH3:24])[n:6][cH:7][n:8][c:9]2[cH:10][cH:11]1)[C:35]([CH3:34])=[O:36].